This data is from the Open Reaction Database (ORD), a public repository of structured organic reaction records. The task is: describe an organic reaction: reactants, conditions, products, and yield The reactants are NCC1OCCC1 (2-aminomethyltetrahydrofuran), [H][H] (hydrogen), FC1=C(C=C(C=C1)C=1OC2=C(N1)C=CC=C2)[N+](=O)[O-] (2-(4-fluoro-3-nitrophenyl)benzoxazole), O (water). The reagents and catalysts are [C].[Pd] (palladium-carbon). Run in C(C)#N (acetonitrile). Conditions: time 3 hour. The product is O1C(CCC1)CNC1=C(N)C=C(C=C1)C=1OC2=C(N1)C=CC=C2 (2-(2-(tetrahydrofuran-2-yl)methylaminoanilin-5-yl)benzoxazole). The yield is 86.2%. RXN SMILES: F[C:2]1[CH:7]=[CH:6][C:5]([C:8]2[O:9][C:10]3[CH:16]=[CH:15][CH:14]=[CH:13][C:11]=3[N:12]=2)=[CH:4][C:3]=1[N+:17]([O-])=O.[NH2:20][CH2:21][CH:22]1[CH2:26][CH2:25][CH2:24][O:23]1.O.[H][H]>C(#N)C.[C].[Pd]>[O:23]1[CH2:24][CH2:25][CH2:26][CH:22]1[CH2:21][NH:20][C:2]1[CH:7]=[CH:6][C:5]([C:8]2[O:9][C:10]3[CH:16]=[CH:15][CH:14]=[CH:13][C:11]=3[N:12]=2)=[CH:4][C:3]=1[NH2:17] |f:5.6|. Procedure: To a suspension of 2-(4-fluoro-3-nitrophenyl)benzoxazole (see Working Example 15-2) (0.40 mg, 1.5 mmol) in acetonitrile (8 mL) was added 2-aminomethyltetrahydrofuran (0.36 g, 3.6 mmol), and this was heated to reflux for 7 hours. After the reaction was complete, this was cooled to room temperature, water was added, and the precipitated crystals were filtered, washed with water and then dried. To a solution of the residue obtained in a solvent mixture of methanol/tetrahydrofuran=1:1 (40 mL) was ad... Yields the product ClC=1N=CN(C1)C1=C(C=C(C=C1)NC=1N=C(C2=C(N1)[C@H](COC2)C2=CC=CC=C2)N(C)C)OC ((R)—N2-(4-(4-Chloro-1H-imidazol-1-yl)-3-methoxyphenyl)-N4,N4-dimethyl-8-phenyl-7,8-dihydro-5H-pyrano[4,3-d]pyrimidine-2,4-diamine). The reactants are ClC=1N=CN(C1)C1=C(C=C(C=C1)NC=1N=C(C2=C(N1)C(COC2)C2=CC=CC=C2)N(C)C)OC (N2-(4-(4-Chloro-1H-imidazol-1-yl)-3-methoxyphenyl)-N4,N4-dimethyl-8-phenyl-7,8-dihydro-5H-pyrano[4,3-d]pyrimidine-2,4-diamine), 53B. Reaction SMILES: [Cl:1][C:2]1[N:3]=[CH:4][N:5]([C:7]2[CH:12]=[CH:11][C:10]([NH:13][C:14]3[N:15]=[C:16]([N:30]([CH3:32])[CH3:31])[C:17]4[CH2:23][O:22][CH2:21][CH:20]([C:24]5[CH:29]=[CH:28][CH:27]=[CH:26][CH:25]=5)[C:18]=4[N:19]=3)=[CH:9][C:8]=2[O:33][CH3:34])[CH:6]=1>C(=O)=O.CO>[Cl:1][C:2]1[N:3]=[CH:4][N:5]([C:7]2[CH:12]=[CH:11][C:10]([NH:13][C:14]3[N:15]=[C:16]([N:30]([CH3:31])[CH3:32])[C:17]4[CH2:23][O:22][CH2:21][C@H:20]([C:24]5[CH:29]=[CH:28][CH:27]=[CH:26][CH:25]=5)[C:18]=4[N:19]=3)=[CH:9][C:8]=2[O:33][CH3:34])[CH:6]=1. Run in CO (methanol), C(=O)=O (CO2), CO (methanol). Reported procedure: A racemic mixture of N2-(4-(4-Chloro-1H-imidazol-1-yl)-3-methoxyphenyl)-N4,N4-dimethyl-8-phenyl-7,8-dihydro-5H-pyrano[4,3-d]pyrimidine-2,4-diamine (80.1 mg, 0.130 mmol) (Example 53) was purified using chiral SFC to afford peak A (21.2 mg, 0.044 mmol) (Example 53A) and peak B (24.2 mg, 0.051 mmol) (Example 53B). SFC Method: Chiralpak OJ-H (30×250 mm, 5 μM), 35% methanol (0.1% diethylamine) in CO2, 35° C., flow rate 70 mL/min for 13 min, absorbance 268 nm, injection 5 μL of 27 mg/mL solution in me... Starting materials: Cc1nnc(CO)n1C, C1CCOC1. The product is Cc1nnc(C=O)n1C. As a reaction SMILES: [CH3:1][n:2]1[c:3]([CH2:8][OH:9])[n:4][n:5][c:6]1[CH3:7].[O:10]1[CH2:11][CH2:12][CH2:13][CH2:14]1>>[CH3:1][n:2]1[c:3]([CH:8]=[O:9])[n:4][n:5][c:6]1[CH3:7]. Starting materials: C1CNCCN1, COCC12Cc3cnn(-c4ccc(F)cc4)c3C=C1CCN(S(=O)(=O)c1ccc(Cl)nc1)C2. Yields the product COCC12Cc3cnn(-c4ccc(F)cc4)c3C=C1CCN(S(=O)(=O)c1ccc(N3CCNCC3)nc1)C2. As a reaction SMILES: [CH2:34]1[CH2:35][NH:36][CH2:37][CH2:38][NH:39]1.[Cl:1][c:2]1[cH:3][cH:4][c:5]([S:8](=[O:9])(=[O:10])[N:11]2[CH2:12][C:13]3([CH2:31][O:32][CH3:33])[CH2:14][c:15]4[c:16]([n:21](-[c:24]5[cH:25][cH:26][c:27]([F:30])[cH:28][cH:29]5)[n:22][cH:23]4)[CH:17]=[C:18]3[CH2:19][CH2:20]2)[cH:6][n:7]1>>[c:2]1([N:36]2[CH2:35][CH2:34][NH:39][CH2:38][CH2:37]2)[cH:3][cH:4][c:5]([S:8](=[O:9])(=[O:10])[N:11]2[CH2:12][C:13]3([CH2:31][O:32][CH3:33])[CH2:14][c:15]4[c:16]([n:21](-[c:24]5[cH:25][cH:26][c:27]([F:30])[cH:28][cH:29]5)[n:22][cH:23]4)[CH:17]=[C:18]3[CH2:19][CH2:20]2)[cH:6][n:7]1.